This data is from the Open Reaction Database (ORD), a public repository of structured organic reaction records. The task is: describe an organic reaction: reactants, conditions, products, and yield The reactants are CC(C)=O, CSC1C(=O)Nc2c(C(=O)c3ccc(F)cc3)cc(F)cc21, C1CCOC1. Yields the product O=C1Cc2cc(F)cc(C(=O)c3ccc(F)cc3)c2N1. As a reaction SMILES: [CH3:23][C:24](=[O:25])[CH3:26].[F:1][c:2]1[cH:3][c:4]2[c:8]([c:9]([C:11]([c:12]3[cH:13][cH:14][c:15]([F:18])[cH:16][cH:17]3)=[O:19])[cH:10]1)[NH:7][C:6](=[O:20])[CH:5]2[S:21][CH3:22].[O:27]1[CH2:28][CH2:29][CH2:30][CH2:31]1>>[F:1][c:2]1[cH:3][c:4]2[c:8]([c:9]([C:11]([c:12]3[cH:13][cH:14][c:15]([F:18])[cH:16][cH:17]3)=[O:19])[cH:10]1)[NH:7][C:6](=[O:20])[CH2:5]2. Reactants: O=S(Cl)Cl (SOCl2), CO (methanol), NC=1C=C(C(=O)NC2=CC=C(C=C2)CCN2CCN(CC2)C)C=CC1N (3,4-Diamino-N-{4-[2-(4-methyl-piperazin-1-yl)-ethyl]-phenyl}-benzamide), OC1=C(C=C(C=C1)C1=C(C=CC(=C1)OC)OC)C=O (4-hydroxy-2′,5′-dimethoxy-biphenyl-3-carbaldehyde). Run in ClCCl (dichloromethane), ClCCl (dichloromethane). Conditions: time 1 hour. Product: CN1CCN(CC1)CCC1=CC=C(C=C1)NC(=O)C1=CC2=C(N=C(N2)C=2C=C(C=CC2O)C2=C(C=CC(=C2)OC)OC)C=C1 (2-(4-Hydroxy-2′,5′-dimethoxy-biphenyl-3-yl)-3H-benzoimidazole-5-carboxylic acid {4-[2-(4-methyl-piperazin-1-yl)-ethyl]-phenyl}-amide). The yield is 73.3%. RXN SMILES: O=S(Cl)Cl.[NH2:5][C:6]1[CH:7]=[C:8]([CH:27]=[CH:28][C:29]=1[NH2:30])[C:9]([NH:11][C:12]1[CH:17]=[CH:16][C:15]([CH2:18][CH2:19][N:20]2[CH2:25][CH2:24][N:23]([CH3:26])[CH2:22][CH2:21]2)=[CH:14][CH:13]=1)=[O:10].[OH:31][C:32]1[CH:37]=[CH:36][C:35]([C:38]2[CH:43]=[C:42]([O:44][CH3:45])[CH:41]=[CH:40][C:39]=2[O:46][CH3:47])=[CH:34][C:33]=1[CH:48]=O.CO>ClCCl>[CH3:26][N:23]1[CH2:24][CH2:25][N:20]([CH2:19][CH2:18][C:15]2[CH:14]=[CH:13][C:12]([NH:11][C:9]([C:8]3[CH:27]=[CH:28][C:29]4[N:30]=[C:48]([C:33]5[CH:34]=[C:35]([C:38]6[CH:43]=[C:42]([O:44][CH3:45])[CH:41]=[CH:40][C:39]=6[O:46][CH3:47])[CH:36]=[CH:37][C:32]=5[OH:31])[NH:5][C:6]=4[CH:7]=3)=[O:10])=[CH:17][CH:16]=2)[CH2:21][CH2:22]1. Procedure: To a suspension of silica gel (0.8 g) in dichloromethane (3 mL) was added SOCl2 (0.6 mL) and the mixture was stirred at the room temperature for 1 h (gas was released from the reaction mixture). 3,4-Diamino-N-{4-[2-(4-methyl-piperazin-1-yl)-ethyl]-phenyl}-benzamide (178.2 mg, 0.5 mmol), 4-hydroxy-2′,5′-dimethoxy-biphenyl-3-carbaldehyde (129.1 mg, 0.5 mmol) and 2 mL dichloromethane were added, and the resulting reaction mixture was stirred at the room temperature for 4 h. After methanol (5 mL) wa...